Dataset: the Open Reaction Database (ORD), a public repository of structured organic reaction records. Task: describe an organic reaction: reactants, conditions, products, and yield The reactants are CC(C)O (2-propanol), resultant mixture, N(=C=O)C=1C=C(C=CC1)S(=O)(=O)N=C=O (m-isocyanatobenzenesulfonyl isocyanate), NC1=NC(=CC(=N1)OC)C (2-amino-4-methoxy-6-methylpyrimidine), N(=C=O)C=1C=C(C=CC1)S(=O)(=O)NC(=O)NC1=NC(=CC(=N1)OC)C (3-isocyanato-N-[(4-methoxy-6-methylpyrimidin-2-yl)aminocarbonyl]benzenesulfonamide). Run in C(Cl)Cl (methylene chloride). Yields the product COC1=NC(=NC(=C1)C)NC(=O)NS(=O)(=O)C=1C=C(C=CC1)NC(OC(C)C)=O ((1-Methylethyl) [3-[[(4-methoxy-6-methylpyrimidin-2-yl)aminocarbonyl]aminosulfonyl]phenyl]carbamate). Reaction SMILES: N(C1C=C(S(N=C=O)(=O)=O)C=CC=1)=C=O.NC1N=C(OC)C=C(C)N=1.[N:26]([C:29]1[CH:30]=[C:31]([S:35]([NH:38][C:39]([NH:41][C:42]2[N:47]=[C:46]([O:48][CH3:49])[CH:45]=[C:44]([CH3:50])[N:43]=2)=[O:40])(=[O:37])=[O:36])[CH:32]=[CH:33][CH:34]=1)=[C:27]=[O:28].[CH3:51][CH:52]([OH:54])[CH3:53]>C(Cl)Cl>[CH3:49][O:48][C:46]1[CH:45]=[C:44]([CH3:50])[N:43]=[C:42]([NH:41][C:39]([NH:38][S:35]([C:31]2[CH:30]=[C:29]([NH:26][C:27](=[O:28])[O:54][CH:52]([CH3:53])[CH3:51])[CH:34]=[CH:33][CH:32]=2)(=[O:37])=[O:36])=[O:40])[N:47]=1. Procedure: To an anhydrous solution of 2.3 g of m-isocyanatobenzenesulfonyl isocyanate in 50 ml of methylene chloride was added in small portions 1.4 g of 2-amino-4-methoxy-6-methylpyrimidine. Efficient stirring was maintained during the addition and for three additional hours. The intermediate thus obtained, 3-isocyanato-N-[(4-methoxy-6-methylpyrimidin-2-yl)aminocarbonyl]benzenesulfonamide, was reacted further by adding one gram of 2-propanol and stirring the resultant mixture for an additional sixteen ho... Reactants: O=C([O-])[O-], N#CCNC(=O)C1CCCCC1CBr, CC(C)=O, [Cs+], [Cs+], Oc1ccc(S)cc1. Yields the product N#CCNC(=O)C1CCCCC1CSc1ccc(O)cc1. Reaction SMILES: [C:15](=[O:16])([O-:17])[O-:18].[C:1](#[N:2])[CH2:3][NH:4][C:5](=[O:6])[CH:7]1[CH:8]([CH2:13][Br:14])[CH2:9][CH2:10][CH2:11][CH2:12]1.[CH3:29][C:30](=[O:31])[CH3:32].[Cs+:19].[Cs+:20].[SH:21][c:22]1[cH:23][cH:24][c:25]([OH:28])[cH:26][cH:27]1>>[C:1](#[N:2])[CH2:3][NH:4][C:5](=[O:6])[CH:7]1[CH:8]([CH2:13][S:21][c:22]2[cH:23][cH:24][c:25]([OH:28])[cH:26][cH:27]2)[CH2:9][CH2:10][CH2:11][CH2:12]1. Reaction conditions: time 1 hour. Run in CO (methanol), CO (methanol). Starting materials: [OH-].[Na+] (sodium hydroxide), Cl (hydrochloric acid), Cl.C(C)(=O)SCC(C(=O)NC=1C=C(C(=O)O)C=C(C1)C)CC1=CC=C(C=C1)N(C)C (3-[[2-Acetylthiomethyl-3-(4-dimethylaminophenyl)-propionyl] amino]-5-methylbenzoic acid hydrochloride), compound. Yields the product Cl.SCC(C(=O)NC=1C=C(C(=O)O)C=C(C1)C)CC1=CC=C(C=C1)N(C)C (3-[[2-mercaptomethyl-3-(4-dimethylaminophenyl)propionyl]amino]-5-methylbenzoic acid hydrochloride). The yield is 49.3%. Reaction SMILES: [ClH:1].C([S:5][CH2:6][CH:7]([CH2:21][C:22]1[CH:27]=[CH:26][C:25]([N:28]([CH3:30])[CH3:29])=[CH:24][CH:23]=1)[C:8]([NH:10][C:11]1[CH:12]=[C:13]([CH:17]=[C:18]([CH3:20])[CH:19]=1)[C:14]([OH:16])=[O:15])=[O:9])(=O)C.[OH-].[Na+].Cl>CO>[ClH:1].[SH:5][CH2:6][CH:7]([CH2:21][C:22]1[CH:27]=[CH:26][C:25]([N:28]([CH3:30])[CH3:29])=[CH:24][CH:23]=1)[C:8]([NH:10][C:11]1[CH:12]=[C:13]([CH:17]=[C:18]([CH3:20])[CH:19]=1)[C:14]([OH:16])=[O:15])=[O:9] |f:0.1,2.3,6.7|. Procedure: 3-[[2-Acetylthiomethyl-3-(4-dimethylaminophenyl)-propionyl] amino]-5-methylbenzoic acid hydrochloride (compound of Example 59) (1.9 g) is dissolved in 50% aqueous methanol (30 ml), and the mixture is adjusted to pH 12.0 with 10% aqueous sodium hydroxide solution under nitrogen. After reacting at room temperature for one hour, the reaction mixture is adjusted to pH 4.5 with 10% hydrochloric acid and methanol is distilled off under reduced pressure. The residue is purified by a medium pressure col... Reactants: CCOC(=O)C(=O)c1ccc(SC)cc1, C[Si](C)(C)[N-][Si](C)(C)C, c1ccc([P+](CC2CCCC2)(c2ccccc2)c2ccccc2)cc1, Cl, [I-], [Li+], C1CCOC1, O. The product is CCOC(=O)C(=CC1CCCC1)c1ccc(SC)cc1. RXN SMILES: [CH2:37]([CH3:38])[O:39][C:40]([C:41](=[O:42])[c:43]1[cH:44][cH:45][c:46]([S:49][CH3:50])[cH:47][cH:48]1)=[O:51].[CH3:27][Si:28]([N-:29][Si:30]([CH3:31])([CH3:32])[CH3:33])([CH3:34])[CH3:35].[CH:2]1([CH2:7][P+:8]([c:9]2[cH:10][cH:11][cH:12][cH:13][cH:14]2)([c:15]2[cH:16][cH:17][cH:18][cH:19][cH:20]2)[c:21]2[cH:22][cH:23][cH:24][cH:25][cH:26]2)[CH2:3][CH2:4][CH2:5][CH2:6]1.[ClH:52].[I-:1].[Li+:36].[O:53]1[CH2:54][CH2:55][CH2:56][CH2:57]1.[OH2:58]>>[CH:2]1([CH:7]=[C:41]([C:40]([O:39][CH2:37][CH3:38])=[O:51])[c:43]2[cH:44][cH:45][c:46]([S:49][CH3:50])[cH:47][cH:48]2)[CH2:3][CH2:4][CH2:5][CH2:6]1.